Dataset: the Open Reaction Database (ORD), a public repository of structured organic reaction records. Task: describe an organic reaction: reactants, conditions, products, and yield Reactants: Brc1nc2ncccc2[nH]1, C=C[Sn](CCCC)(CCCC)CCCC, Cc1ccccc1, c1ccc(P(c2ccccc2)(c2ccccc2)[Pd](P(c2ccccc2)(c2ccccc2)c2ccccc2)(P(c2ccccc2)(c2ccccc2)c2ccccc2)P(c2ccccc2)(c2ccccc2)c2ccccc2)cc1. Yields the product C=Cc1nc2ncccc2[nH]1. RXN SMILES: [Br:1][c:2]1[nH:3][c:4]2[c:5]([n:6][cH:7][cH:8][cH:9]2)[n:10]1.[CH2:11]([CH2:12][CH2:24][CH3:25])[Sn:13]([CH2:14][CH2:15][CH2:16][CH3:17])([CH2:18][CH2:19][CH2:20][CH3:21])[CH:22]=[CH2:23].[CH3:26][c:27]1[cH:28][cH:29][cH:30][cH:31][cH:32]1.[cH:33]1[cH:34][cH:35][c:36]([P:37]([Pd:38]([P:39]([c:40]2[cH:41][cH:42][cH:43][cH:44][cH:45]2)([c:46]2[cH:47][cH:48][cH:49][cH:50][cH:51]2)[c:52]2[cH:53][cH:54][cH:55][cH:56][cH:57]2)([P:58]([c:59]2[cH:60][cH:61][cH:62][cH:63][cH:64]2)([c:65]2[cH:66][cH:67][cH:68][cH:69][cH:70]2)[c:71]2[cH:72][cH:73][cH:74][cH:75][cH:76]2)[P:77]([c:78]2[cH:79][cH:80][cH:81][cH:82][cH:83]2)([c:84]2[cH:85][cH:86][cH:87][cH:88][cH:89]2)[c:90]2[cH:91][cH:92][cH:93][cH:94][cH:95]2)([c:96]2[cH:97][cH:98][cH:99][cH:100][cH:101]2)[c:102]2[cH:103][cH:104][cH:105][cH:106][cH:107]2)[cH:108][cH:109]1>>[c:2]1([CH:11]=[CH2:12])[nH:3][c:4]2[c:5]([n:6][cH:7][cH:8][cH:9]2)[n:10]1. Starting materials: Cc1oc(-c2ccco2)nc1COc1ccc(COc2nn(Cc3ccccc3)cc2CO)cc1-c1ccccc1, C1CCOC1. The product is Cc1oc(-c2ccco2)nc1COc1ccc(COc2nn(Cc3ccccc3)cc2C=O)cc1-c1ccccc1. Reaction SMILES: [CH2:1]([c:2]1[cH:3][cH:4][cH:5][cH:6][cH:7]1)[n:8]1[n:9][c:10]([O:15][CH2:16][c:17]2[cH:18][c:19](-[c:36]3[cH:37][cH:38][cH:39][cH:40][cH:41]3)[c:20]([O:23][CH2:24][c:25]3[n:26][c:27](-[c:31]4[o:32][cH:33][cH:34][cH:35]4)[o:28][c:29]3[CH3:30])[cH:21][cH:22]2)[c:11]([CH2:13][OH:14])[cH:12]1.[O:42]1[CH2:43][CH2:44][CH2:45][CH2:46]1>>[CH2:1]([c:2]1[cH:3][cH:4][cH:5][cH:6][cH:7]1)[n:8]1[n:9][c:10]([O:15][CH2:16][c:17]2[cH:18][c:19](-[c:36]3[cH:37][cH:38][cH:39][cH:40][cH:41]3)[c:20]([O:23][CH2:24][c:25]3[n:26][c:27](-[c:31]4[o:32][cH:33][cH:34][cH:35]4)[o:28][c:29]3[CH3:30])[cH:21][cH:22]2)[c:11]([CH:13]=[O:14])[cH:12]1. Reactants: O=C(NC(CCCCOCc1ccccc1)C(=O)O)OCC1c2ccccc2-c2ccccc21, CCN1CCOCC1, CCOC(C)=O, O=C(OC1CCC1)N1CCNCC1, CN(C)C=O. Product: O=C(NC(CCCCOCc1ccccc1)C(=O)N1CCN(C(=O)OC2CCC2)CC1)OCC1c2ccccc2-c2ccccc21. RXN SMILES: [CH2:1]([c:2]1[cH:3][cH:4][cH:5][cH:6][cH:7]1)[O:8][CH2:9][CH2:10][CH2:11][CH2:12][CH:13]([C:14](=[O:15])[OH:16])[NH:17][C:18](=[O:19])[O:20][CH2:21][CH:22]1[c:23]2[cH:24][cH:25][cH:26][cH:27][c:28]2-[c:29]2[cH:30][cH:31][cH:32][cH:33][c:34]21.[CH2:48]([N:49]1[CH2:50][CH2:51][O:52][CH2:53][CH2:54]1)[CH3:55].[CH3:61][CH2:62][O:63][C:64](=[O:65])[CH3:66].[CH:35]1([O:39][C:40](=[O:41])[N:42]2[CH2:43][CH2:44][NH:45][CH2:46][CH2:47]2)[CH2:36][CH2:37][CH2:38]1.[O:56]=[CH:57][N:58]([CH3:59])[CH3:60]>>[CH2:1]([c:2]1[cH:3][cH:4][cH:5][cH:6][cH:7]1)[O:8][CH2:9][CH2:10][CH2:11][CH2:12][CH:13]([C:14](=[O:15])[N:45]1[CH2:44][CH2:43][N:42]([C:40]([O:39][CH:35]2[CH2:36][CH2:37][CH2:38]2)=[O:41])[CH2:47][CH2:46]1)[NH:17][C:18](=[O:19])[O:20][CH2:21][CH:22]1[c:23]2[cH:24][cH:25][cH:26][cH:27][c:28]2-[c:29]2[cH:30][cH:31][cH:32][cH:33][c:34]21. Starting materials: CO, CNCc1ccc(-c2[nH]c3cc(F)cc4c3c2CCNC4=O)cc1, O=P(O)(O)O. Product: CNCc1ccc(-c2[nH]c3cc(F)cc4c3c2CCNC4=O)cc1, O=P([O-])([O-])[O-]. RXN SMILES: [CH3:30][OH:31].[F:1][c:2]1[cH:3][c:4]2[c:5]3[c:6]([c:7](-[c:11]4[cH:12][cH:13][c:14]([CH2:17][NH:18][CH3:19])[cH:15][cH:16]4)[nH:8][c:9]3[cH:10]1)[CH2:20][CH2:21][NH:22][C:23]2=[O:24].[P:25]([OH:26])([OH:27])([OH:28])=[O:29]>>[F:1][c:2]1[cH:3][c:4]2[c:5]3[c:6]([c:7](-[c:11]4[cH:12][cH:13][c:14]([CH2:17][NH:18][CH3:19])[cH:15][cH:16]4)[nH:8][c:9]3[cH:10]1)[CH2:20][CH2:21][NH:22][C:23]2=[O:24].[P:25](=[O:26])([O-:27])([O-:28])[O-:29].